From a dataset of the Open Reaction Database (ORD), a public repository of structured organic reaction records. describe an organic reaction: reactants, conditions, products, and yield Reaction SMILES: CC1(C)COB([C:8]2[CH:31]=[CH:30][C:11]3[C:12]4[N:16]([CH2:17][CH2:18][O:19][C:10]=3[CH:9]=2)[CH:15]=[C:14]([C:20]2[N:21]([CH2:25][C:26]([F:29])([F:28])[F:27])[N:22]=[CH:23][N:24]=2)[N:13]=4)OC1.Cl.N[OH:35].[OH-].[Na+]>O>[F:28][C:26]([F:27])([F:29])[CH2:25][N:21]1[C:20]([C:14]2[N:13]=[C:12]3[C:11]4[CH:30]=[CH:31][C:8]([OH:35])=[CH:9][C:10]=4[O:19][CH2:18][CH2:17][N:16]3[CH:15]=2)=[N:24][CH:23]=[N:22]1 |f:1.2,3.4|. Procedure details: To a solution of 8-(5,5-dimethyl-[1,3,2]dioxaborinan-2-yl)-2-[2-(2,2,2-trifluoro-ethyl)-2H-[1,2,4]triazol-3-yl]-4,5-dihydro-6-oxa-1,3a-diaza-benzo[e]azulene (1.7 g, 3.8 mmol) in IMS was added hydroxylamine hydrochloride (1.58 g, 22.8 mmol) and sodium hydroxide (1.22 g, 30.4 mmol). The reaction mixture was stirred at RT for 18 h before being diluted with water (100 mL). The reaction mixture was concentrated in vacuo to remove the IMS. The solid which formed was collected by filtration and dried i... Solvent: IMS, O (water). Conditions: time 18 hour. The reactants are CC1(COB(OC1)C1=CC2=C(C3=NC(=CN3CCO2)C=2N(N=CN2)CC(F)(F)F)C=C1)C (8-(5,5-dimethyl-[1,3,2]dioxaborinan-2-yl)-2-[2-(2,2,2-trifluoro-ethyl)-2H-[1,2,4]triazol-3-yl]-4,5-dihydro-6-oxa-1,3a-diaza-benzo[e]azulene), Cl.NO (hydroxylamine hydrochloride), [OH-].[Na+] (sodium hydroxide). The product is FC(CN1N=CN=C1C=1N=C2N(CCOC3=C2C=CC(=C3)O)C1)(F)F (2-(1-(2,2,2-trifluoroethyl)-1H-1,2,4-triazol-5-yl)-5,6-dihydrobenzo[f]imidazo[1,2-d][1,4]oxazepin-9-ol). Isolated yield 82.4%. Reactants: C1CCOC1, COCCOCCOC, Clc1nc(Cl)nc(Cl)n1, N. The product is Nc1nc(Cl)nc(Cl)n1. RXN SMILES: [CH2:11]1[O:12][CH2:13][CH2:14][CH2:15]1.[CH3:16][O:17][CH2:18][CH2:19][O:20][CH2:21][CH2:22][O:23][CH3:24].[Cl:1][c:2]1[n:3][c:4]([Cl:5])[n:6][c:7]([Cl:8])[n:9]1.[NH3:10]>>[c:2]1([NH2:10])[n:3][c:4]([Cl:5])[n:6][c:7]([Cl:8])[n:9]1. The reactants are C(C)(C)(C)OC(=O)N(C=1N=CC(=NC1C1=NN2C(C=CC=C2)=N1)C=1CCN(CC1)C(=O)OC(C)(C)C)C(=O)OC(C)(C)C (Tert-butyl 4-[5-(bis(tert-butoxycarbonyl)amino)-6-([1,2,4]triazolo[1,5-a]pyridin-2-yl)pyrazin-2-yl]-3,6-dihydro-2H-pyridine-1-carboxylate), C(=O)(C(F)(F)F)O (TFA). Run in C(Cl)Cl (DCM). Run at time 2 hour. Yields the product N=1C(=NN2C1C=CC=C2)C=2C(=NC=C(N2)C=2CCNCC2)N (3-([1,2,4]triazolo[1,5-a]pyridin-2-yl)-5-(1,2,3,6-tetrahydropyridin-4-yl)pyrazin-2-amine). Yield: 273.4%. RXN SMILES: C(OC([N:8](C(OC(C)(C)C)=O)[C:9]1[N:10]=[CH:11][C:12]([C:24]2[CH2:25][CH2:26][N:27](C(OC(C)(C)C)=O)[CH2:28][CH:29]=2)=[N:13][C:14]=1[C:15]1[N:23]=[C:18]2[CH:19]=[CH:20][CH:21]=[CH:22][N:17]2[N:16]=1)=O)(C)(C)C.C(O)(C(F)(F)F)=O>C(Cl)Cl>[N:23]1[C:15]([C:14]2[C:9]([NH2:8])=[N:10][CH:11]=[C:12]([C:24]3[CH2:25][CH2:26][NH:27][CH2:28][CH:29]=3)[N:13]=2)=[N:16][N:17]2[CH:22]=[CH:21][CH:20]=[CH:19][C:18]=12. Procedure details: Tert-butyl 4-[5-(bis(tert-butoxycarbonyl)amino)-6-([1,2,4]triazolo[1,5-a]pyridin-2-yl)pyrazin-2-yl]-3,6-dihydro-2H-pyridine-1-carboxylate (77 mg, 0.1297 mmol) was dissolved in DCM (1.6 mL) and treated with TFA (400 μL, 5.192 mmol). The mixture was allowed to stir at ambient temperature for 2 hours and the solvent removed in vacuo. The mixture was azeotroped with DCM (3×) and Ether (3×) and dried under vacuum to furnish the product as a yellow solid (104 mg, quantitative yield). MS (ES+) 294.0 Reactants: NC(=O)CBr, O=C([O-])[O-], CN(C)C=O, O=c1c(C2=NS(=O)(=O)c3cc(O)ccc3N2)c(O)c2ccccc2n1NCC1CC1, [Cs+], [Cs+]. Yields the product NC(=O)COc1ccc2c(c1)S(=O)(=O)N=C(c1c(O)c3ccccc3n(NCC3CC3)c1=O)N2. Reaction SMILES: [Br:37][CH2:38][C:39](=[O:40])[NH2:41].[C:31](=[O:32])([O-:33])[O-:34].[CH3:42][N:43]([CH3:44])[CH:45]=[O:46].[CH:1]1([CH2:4][NH:5][n:6]2[c:7](=[O:30])[c:8]([C:17]3=[N:18][S:19](=[O:28])(=[O:29])[c:20]4[c:21]([cH:23][cH:24][c:25]([OH:27])[cH:26]4)[NH:22]3)[c:9]([OH:16])[c:10]3[cH:11][cH:12][cH:13][cH:14][c:15]23)[CH2:2][CH2:3]1.[Cs+:35].[Cs+:36]>>[CH:1]1([CH2:4][NH:5][n:6]2[c:7](=[O:30])[c:8]([C:17]3=[N:18][S:19](=[O:28])(=[O:29])[c:20]4[c:21]([cH:23][cH:24][c:25]([O:27][CH2:38][C:39](=[O:40])[NH2:41])[cH:26]4)[NH:22]3)[c:9]([OH:16])[c:10]3[cH:11][cH:12][cH:13][cH:14][c:15]23)[CH2:2][CH2:3]1. The reactants are COc1ccc2c(c1OCc1ccccc1)CCNC2, NC=O, O=CO, Cl. The product is COc1ccc2c(c1OCc1ccccc1)CCN(C=O)C2. Reaction SMILES: [CH2:2]([c:3]1[cH:4][cH:5][cH:6][cH:7][cH:8]1)[O:9][c:10]1[c:11]2[c:16]([cH:17][cH:18][c:19]1[O:20][CH3:21])[CH2:15][NH:14][CH2:13][CH2:12]2.[CH:22](=[O:23])[NH2:24].[CH:25]([OH:26])=[O:27].[ClH:1]>>[CH2:2]([c:3]1[cH:4][cH:5][cH:6][cH:7][cH:8]1)[O:9][c:10]1[c:11]2[c:16]([cH:17][cH:18][c:19]1[O:20][CH3:21])[CH2:15][N:14]([CH:22]=[O:23])[CH2:13][CH2:12]2.